The task is: describe an organic reaction: reactants, conditions, products, and yield. This data is from the Open Reaction Database (ORD), a public repository of structured organic reaction records. Starting materials: C(C)(C)(C)OC(=O)NC(=NC1CN(CC1)C1=NC=CC(=C1)C)NCC (N-(tert-butoxycarbonyl)-N′-ethyl-N″-(1-(4-methylpyridin-2-yl)pyrrolidin-3-yl)guanidine), Cl (hydrogen chloride). The solvent is C(C)O (ethanol), O1CCOCC1 (1,4-dioxane). Run at time 6 hour. Product: Cl.Cl.C(C)NC(=N)NC1CN(CC1)C1=NC=CC(=C1)C (N-ethyl-N′-(1-(4-methylpyridin-2-yl)pyrrolidin-3-yl)guanidine dihydrochloride). RXN SMILES: C(OC([NH:8][C:9]([NH:23][CH2:24][CH3:25])=[N:10][CH:11]1[CH2:15][CH2:14][N:13]([C:16]2[CH:21]=[C:20]([CH3:22])[CH:19]=[CH:18][N:17]=2)[CH2:12]1)=O)(C)(C)C.[ClH:26]>C(O)C.O1CCOCC1>[ClH:26].[ClH:26].[CH2:24]([NH:23][C:9]([NH:10][CH:11]1[CH2:15][CH2:14][N:13]([C:16]2[CH:21]=[C:20]([CH3:22])[CH:19]=[CH:18][N:17]=2)[CH2:12]1)=[NH:8])[CH3:25] |f:4.5.6|. Procedure: To a solution of N-(tert-butoxycarbonyl)-N′-ethyl-N″-(1-(4-methylpyridin-2-yl)pyrrolidin-3-yl)guanidine (200 mg) in ethanol (2 ml) was added a solution of hydrogen chloride in 1,4-dioxane (4N, 3 ml), and the mixture was stirred at ambient temperature for 6 hours. The solvent was evaporated under reduced pressure. To the residue was added 10% ethanol in ethyl acetate (50 ml), and the resultant precipitate was collected by filtration and dried under reduced pressure to give N-ethyl-N′-(1-(4-methyl... The reactants are C(CCCCC)S (Hexanethiol), [H-].[Na+] (sodium hydride), ClC1=NC=CN=C1Cl (2,3-dichloropyrazine). The solvent is C1CCOC1 (THF). Conditions: temperature -5 celsius, time 30 minute. Yields the product ClC1=NC=CN=C1SCCCCCC (2-chloro-3-hexylsulfanyl pyrazine). Reaction SMILES: [CH2:1]([SH:7])[CH2:2][CH2:3][CH2:4][CH2:5][CH3:6].[H-].[Na+].[Cl:10][C:11]1[C:16](Cl)=[N:15][CH:14]=[CH:13][N:12]=1>C1COCC1>[Cl:10][C:11]1[C:16]([S:7][CH2:1][CH2:2][CH2:3][CH2:4][CH2:5][CH3:6])=[N:15][CH:14]=[CH:13][N:12]=1 |f:1.2|. Procedure: Hexanethiol (4.7 g, 40 mmole) was added to a slurry of sodium hydride (0.96 g) in THF (60 ml), and the mixture stirred for 30 minutes. The slurry was cooled to -5° C. and a solution of 2,3-dichloropyrazine (6 g) added. The mixture was stirred for 1.5 hours, filtered and the filtrate evaporated. The residue was purified by column chromatography on silica gel using varying concentrations of methanol in chloroform. Fractions containing the desired product were evaporated, yielding 2-chloro-3-hexyls...